This data is from the Open Reaction Database (ORD), a public repository of structured organic reaction records. The task is: describe an organic reaction: reactants, conditions, products, and yield Reactants: C(C)NC1=C(C=CC(=C1)OC)C1CC=2C=CC(=CC2CC1)OC(C(C)(C)C)=O (pivalic acid 6-(2-ethylamino-4-methoxyphenyl)-5,6,7,8-tetrahydronaphthalen-2-yl ester), Cl.N1(CCCCC1)CCOC=1C=C(C(=O)O)C=CC1 (3-(2-piperidin-1-ylethoxy)benzoic acid hydrochloride). Product: C(C)N(C1=C(C=CC(=C1)OC)C1CC=2C=CC(=CC2CC1)O)CC1=CC(=CC=C1)OCCN1CCCCC1 (6-{2-{Ethyl[3-(2-piperidin-1-ylethoxy)benzyl]amino}-4-methoxyphenyl}-5,6,7,8-tetrahydronaphthalen-2-ol). The yield is 86.5%. RXN SMILES: [CH2:1]([NH:3][C:4]1[CH:9]=[C:8]([O:10][CH3:11])[CH:7]=[CH:6][C:5]=1[CH:12]1[CH2:21][CH2:20][C:19]2[CH:18]=[C:17]([O:22]C(=O)C(C)(C)C)[CH:16]=[CH:15][C:14]=2[CH2:13]1)[CH3:2].Cl.[N:30]1([CH2:36][CH2:37][O:38][C:39]2[CH:40]=[C:41]([CH:45]=[CH:46][CH:47]=2)[C:42](O)=O)[CH2:35][CH2:34][CH2:33][CH2:32][CH2:31]1>>[CH2:1]([N:3]([CH2:42][C:41]1[CH:45]=[CH:46][CH:47]=[C:39]([O:38][CH2:37][CH2:36][N:30]2[CH2:35][CH2:34][CH2:33][CH2:32][CH2:31]2)[CH:40]=1)[C:4]1[CH:9]=[C:8]([O:10][CH3:11])[CH:7]=[CH:6][C:5]=1[CH:12]1[CH2:21][CH2:20][C:19]2[CH:18]=[C:17]([OH:22])[CH:16]=[CH:15][C:14]=2[CH2:13]1)[CH3:2] |f:1.2|. Reported procedure: Synthesized from pivalic acid 6-(2-ethylamino-4-methoxyphenyl)-5,6,7,8-tetrahydronaphthalen-2-yl ester (60 mg) and 3-(2-piperidin-1-ylethoxy)benzoic acid hydrochloride (85 mg) according to an analogous synthetic method to Example 152, the title compound (70 mg) was obtained. Starting materials: N1=CC=CC=C1 (pyridine), OCCCCCCCCCCCCCCCC(=O)O (16-Hydroxyhexadecanoic acid), O1CCCC1 (tetrahydrofuran), C(CCCCCCCCCCCCCCC)(=O)Cl (Palmitoyl chloride), O1CCCC1 (tetrahydrofuran). Run at time 16 hour. The product is ClC(=O)OCOC(C1=CC=CC=C1)=O (Benzoyloxymethyl chloroformate). The yield is 83.0%. As a reaction SMILES: OCCCCCCCCC[CH2:11][CH2:12][CH2:13][CH2:14][CH2:15][CH2:16][C:17]([OH:19])=[O:18].N1C=CC=CC=1.[C:26]([Cl:43])(=[O:42])CCCCCCCCCCCCCCC.[O:44]1CCC[CH2:45]1>>[Cl:43][C:26]([O:44][CH2:45][O:19][C:17](=[O:18])[C:16]1[CH:11]=[CH:12][CH:13]=[CH:14][CH:15]=1)=[O:42]. Procedure: 16-Hydroxyhexadecanoic acid (5.43 g, 19.9 mmol) was dissolved in tetrahydrofuran (190 ml) and pyridine (2.36 g, 29.9 mmol) was added. Palmitoyl chloride (5.48 g, 19.9 mmol) was dissolved in tetrahydrofuran (10 ml) and added dropwise at room temperature. After stirring at room temperature for 16 hours, the mixture was filtered and the filtrate evaporated under reduced pressure. The residue was dissolved in chloroform, washed with water (3×50 ml), and the organic phase was dried (MgSO4). After eva... Product: Nc1ccc2cc(S(=O)(=O)N3CCN(C(=O)c4ccc(-n5ccnc5)cc4)CC3)ccc2c1. Reaction SMILES: [CH3:42][C:43](=[O:44])[OH:45].[Zn:46].[n:1]1(-[c:6]2[cH:7][cH:8][c:9]([C:10](=[O:11])[N:12]3[CH2:13][CH2:14][N:15]([S:18](=[O:19])(=[O:20])[c:21]4[cH:22][c:23]5[cH:24][cH:25][c:26]([NH:31][C:32]([O:33][CH2:34][C:35]([Cl:36])([Cl:37])[Cl:38])=[O:39])[cH:27][c:28]5[cH:29][cH:30]4)[CH2:16][CH2:17]3)[cH:40][cH:41]2)[cH:2][n:3][cH:4][cH:5]1>>[n:1]1(-[c:6]2[cH:7][cH:8][c:9]([C:10](=[O:11])[N:12]3[CH2:13][CH2:14][N:15]([S:18](=[O:19])(=[O:20])[c:21]4[cH:22][c:23]5[cH:24][cH:25][c:26]([NH2:31])[cH:27][c:28]5[cH:29][cH:30]4)[CH2:16][CH2:17]3)[cH:40][cH:41]2)[cH:2][n:3][cH:4][cH:5]1. Reactants: CC(=O)O, [Zn], O=C(Nc1ccc2cc(S(=O)(=O)N3CCN(C(=O)c4ccc(-n5ccnc5)cc4)CC3)ccc2c1)OCC(Cl)(Cl)Cl. Starting materials: BrCC(=O)C1=CC=CC=C1 (2-bromoacetophenone), C([O-])(O)=O.[Na+] (sodium bicarbonate), COC(CCCCCCC(=O)O)=O (suberic acid monomethyl ester). Run in CC(=O)C (acetone), O (water), CO (methanol). Run at time 30 minute. The product is O=C(COC(CCCCCCC(=O)OC)=O)C1=CC=CC=C1 (octanedioic acid methyl ester 2-oxo-2-phenylethyl ester). Isolated yield 89.7%. As a reaction SMILES: C(=O)(O)[O-].[Na+].[CH3:6][O:7][C:8](=[O:18])[CH2:9][CH2:10][CH2:11][CH2:12][CH2:13][CH2:14][C:15]([OH:17])=[O:16].Br[CH2:20][C:21]([C:23]1[CH:28]=[CH:27][CH:26]=[CH:25][CH:24]=1)=[O:22]>O.CO.CC(C)=O>[O:22]=[C:21]([C:23]1[CH:28]=[CH:27][CH:26]=[CH:25][CH:24]=1)[CH2:20][O:17][C:15](=[O:16])[CH2:14][CH2:13][CH2:12][CH2:11][CH2:10][CH2:9][C:8]([O:7][CH3:6])=[O:18] |f:0.1|. Reported procedure: Add a solution of sodium bicarbonate (2.12 g, 25.2 mmol) in water (10 mL) to a solution of suberic acid monomethyl ester (4.75 g, 25.2 mmol) in methanol (50 mL) at room temperature and stir the mixture for 30 minutes. Remove the solvent under reduced pressure and add the residue to a solution of 2-bromoacetophenone (5.0 g, 25.1 mmol) in acetone (150 mL) at room temperature under nitrogen. Heat the mixture at reflux for 10 hours and then remove the solvent under reduced pressure. Dilute the resid... Reactants: O=S(=O)(c1ccc(Br)cc1)N1CCOCC1, CC#N, CC(C)(C)OC(=O)NC1(C(=O)NC(Cc2ccc(B3OC(C)(C)C(C)(C)O3)cc2)C(N)=O)CCOCC1, [Na+], [Na+], O=C([O-])[O-]. Yields the product CC(C)(C)OC(=O)NC1(C(=O)NC(Cc2ccc(-c3ccc(S(=O)(=O)N4CCOCC4)cc3)cc2)C(N)=O)CCOCC1. RXN SMILES: [Br:38][c:39]1[cH:40][cH:41][c:42]([S:45](=[O:46])(=[O:47])[N:48]2[CH2:49][CH2:50][O:51][CH2:52][CH2:53]2)[cH:43][cH:44]1.[CH3:60][C:61]#[N:62].[NH2:1][C:2]([CH:3]([CH2:4][c:5]1[cH:6][cH:7][c:8]([B:11]2[O:12][C:13]([CH3:14])([CH3:15])[C:16]([CH3:17])([CH3:18])[O:19]2)[cH:9][cH:10]1)[NH:20][C:21](=[O:22])[C:23]1([NH:29][C:30]([O:31][C:32]([CH3:33])([CH3:34])[CH3:35])=[O:36])[CH2:24][CH2:25][O:26][CH2:27][CH2:28]1)=[O:37].[Na+:54].[Na+:55].[O-:56][C:57](=[O:58])[O-:59]>>[NH2:1][C:2]([CH:3]([CH2:4][c:5]1[cH:6][cH:7][c:8](-[c:39]2[cH:40][cH:41][c:42]([S:45](=[O:46])(=[O:47])[N:48]3[CH2:49][CH2:50][O:51][CH2:52][CH2:53]3)[cH:43][cH:44]2)[cH:9][cH:10]1)[NH:20][C:21](=[O:22])[C:23]1([NH:29][C:30]([O:31][C:32]([CH3:33])([CH3:34])[CH3:35])=[O:36])[CH2:24][CH2:25][O:26][CH2:27][CH2:28]1)=[O:37]. Product: COC(CCOc1ccc(O)cc1)OC. Reactants: CN(C)C=O, [Cl-], COC(CCCl)OC, [NH4+], [Na], O, Oc1ccc(O)cc1. Reaction SMILES: [CH3:21][N:22]([CH3:23])[CH:24]=[O:25].[Cl-:18].[Cl:10][CH2:11][CH2:12][CH:13]([O:14][CH3:15])[O:16][CH3:17].[NH4+:19].[Na:1].[OH2:20].[OH:2][c:3]1[cH:4][cH:5][c:6]([OH:7])[cH:8][cH:9]1>>[O:2]([c:3]1[cH:4][cH:5][c:6]([OH:7])[cH:8][cH:9]1)[CH2:11][CH2:12][CH:13]([O:14][CH3:15])[O:16][CH3:17].